The task is: describe an organic reaction: reactants, conditions, products, and yield. This data is from the Open Reaction Database (ORD), a public repository of structured organic reaction records. The reactants are C(C1=CC=CC=C1)OC=1C(=CC2=C(C=C(CCC2)C(=O)N2CCN(CC2)C(C2=CC(=C(C(=C2)OC)OC)OC)=O)C1)OCC1=CC=CC=C1 (1-(2,3-dibenzyloxy-6,7-dihydro-5H-benzocyclohepten-8-ylcarbonyl)-4-(3,4,5-trimethoxybenzoyl)piperazine), O (water), C(C)(=O)OCC (ethyl acetate), Br (hydrobromic acid). The solvent is C(C)(=O)O (acetic acid), C(C)(=O)O (acetic acid). Reaction conditions: time 1 hour. Product: OC=1C(=CC2=C(C=C(CCC2)C(=O)N2CCN(CC2)C(C2=CC(=C(C(=C2)OC)OC)OC)=O)C1)O (1-(2,3-dihydroxy-6,7-dihydro-5H-benzocyclohepten-8-ylcarbonyl)-4-(3,4,5-trimethoxybenzoyl)piperazine). The yield is 42.9%. Reaction SMILES: C([O:8][C:9]1[C:10]([O:42]CC2C=CC=CC=2)=[CH:11][C:12]2[CH2:18][CH2:17][CH2:16][C:15]([C:19]([N:21]3[CH2:26][CH2:25][N:24]([C:27](=[O:40])[C:28]4[CH:33]=[C:32]([O:34][CH3:35])[C:31]([O:36][CH3:37])=[C:30]([O:38][CH3:39])[CH:29]=4)[CH2:23][CH2:22]3)=[O:20])=[CH:14][C:13]=2[CH:41]=1)C1C=CC=CC=1.Br.O.C(OCC)(=O)C>C(O)(=O)C>[OH:8][C:9]1[C:10]([OH:42])=[CH:11][C:12]2[CH2:18][CH2:17][CH2:16][C:15]([C:19]([N:21]3[CH2:26][CH2:25][N:24]([C:27](=[O:40])[C:28]4[CH:33]=[C:32]([O:34][CH3:35])[C:31]([O:36][CH3:37])=[C:30]([O:38][CH3:39])[CH:29]=4)[CH2:23][CH2:22]3)=[O:20])=[CH:14][C:13]=2[CH:41]=1. Procedure details: In acetic acid (40 ml) is dissolved 1-(2,3-dibenzyloxy-6,7-dihydro-5H-benzocyclohepten-8-ylcarbonyl)-4-(3,4,5-trimethoxybenzoyl)piperazine (4.0 g). To the solution is added an acetic acid solution of 30% hydrobromic acid (40 ml). The mixture is stirred at room temperature for one hour. To the reaction mixture is added water and ethyl acetate, and the mixture is shaken. The organic layer is washed with water and an aqueous solution of sodium hydrogencarbonate, dried and concentrated under reduced... Starting materials: CON(C(=O)[C@H]1CN(CCC1)C(=O)OC(C)(C)C)C ((R)-tert-butyl 3-(methoxy(methyl)carbamoyl)piperidine-1-carboxylate), BrC1=CC(=CC(=C1)C)F (1-bromo-3-fluoro-5-methyl-benzene), Mg, Mg, II (iodine). Solvent: C1CCOC1 (THF), C1CCOC1 (THF). Run at temperature -78 celsius. Yields the product crude product, FC=1C=C(C(=O)[C@H]2CN(CCC2)C(=O)OC(C)(C)C)C=C(C1)C ((R)-tert-butyl 3-(3-fluoro-5-methylbenzoyl)piperidine-1-carboxylate). Yield: 99.4%. RXN SMILES: II.Br[C:4]1[CH:9]=[C:8]([CH3:10])[CH:7]=[C:6]([F:11])[CH:5]=1.CON(C)[C:15]([C@@H:17]1[CH2:22][CH2:21][CH2:20][N:19]([C:23]([O:25][C:26]([CH3:29])([CH3:28])[CH3:27])=[O:24])[CH2:18]1)=[O:16]>C1COCC1>[F:11][C:6]1[CH:5]=[C:4]([CH:9]=[C:8]([CH3:10])[CH:7]=1)[C:15]([C@@H:17]1[CH2:22][CH2:21][CH2:20][N:19]([C:23]([O:25][C:26]([CH3:29])([CH3:28])[CH3:27])=[O:24])[CH2:18]1)=[O:16]. Procedure: A 100 mL three-neck flask was charged with Mg (638 mg, 26.6 mmol), a small crystal of iodine. The flask was degassed and refilled into N2. A solution of 1-bromo-3-fluoro-5-methyl-benzene (5 g, 26.6 mmol) in anhydrous THF was added. The reaction mixture was stirred and heated to reflux for 2 h. Once most of the Mg disappeared the reaction was cooled to −78° C. Then (R)-tert-butyl 3-(methoxy(methyl)carbamoyl)piperidine-1-carboxylate (1.45 g, 5.32 mmol) in anhydrous THF was added dropwise slowly, a... Starting materials: C(C)(C)(C)OC(=O)N1CCC2=C(N(N=C2CC1)C1=CC=CC=C1)OS(=O)(=O)C(F)(F)F (2-phenyl-3-trifluoromethanesulfonyloxy-4,5,7,8-tetrahydro-2H-1,2,6-triaza-azulene-6-carboxylic acid tert-butyl ester), COC1=CC=C(C=C1)B(O)O (4-methoxyphenylboronic acid). The product is COC1=CC=C(C=C1)C=1N(N=C2CCNCCC12)C1=CC=CC=C1 (3-(4-Methoxy-phenyl)-2-phenyl-2,4,5,6,7,8-hexahydro-1,2,6-triaza-azulene). The yield is 31.8%. As a reaction SMILES: C(OC([N:8]1[CH2:17][CH2:16][C:15]2[C:11](=[C:12](OS(C(F)(F)F)(=O)=O)[N:13]([C:18]3[CH:23]=[CH:22][CH:21]=[CH:20][CH:19]=3)[N:14]=2)[CH2:10][CH2:9]1)=O)(C)(C)C.[CH3:32][O:33][C:34]1[CH:39]=[CH:38][C:37](B(O)O)=[CH:36][CH:35]=1>>[CH3:32][O:33][C:34]1[CH:39]=[CH:38][C:37]([C:12]2[N:13]([C:18]3[CH:19]=[CH:20][CH:21]=[CH:22][CH:23]=3)[N:14]=[C:15]3[C:11]=2[CH2:10][CH2:9][NH:8][CH2:17][CH2:16]3)=[CH:36][CH:35]=1. Reported procedure: The title compound (43.6 mg) was prepared from 198.3 mg of 2-phenyl-3-trifluoromethanesulfonyloxy-4,5,7,8-tetrahydro-2H-1,2,6-triaza-azulene-6-carboxylic acid tert-butyl ester (Example 176, Step B) and 94.7 mg of 4-methoxyphenylboronic acid as described in Example 199. MS (ESI): exact mass calculated for C20H21N3O, 319.17. found, m/z 320.2 [M+H]+. 1H NMR (500 MHz, CDCl3): 7.28-7.24 (m, 2H), 7.21-7.17 (m, 3H), 7.07 (d, J=8.8 Hz, 2H), 6.87 (d, J=8.8 Hz, 2H), 3.81 (s, 3H), 3.11-3.08 (m, 2H), 3.04-3... As a reaction SMILES: [C:1]([C:5]1[N:10]=[C:9]([O:11][CH2:12][CH3:13])[C:8]([C:14]2[N:15]([C:35](Cl)=[O:36])[C:16]([C:28]3[CH:33]=[CH:32][C:31]([Cl:34])=[CH:30][CH:29]=3)([CH3:27])[C:17]([C:20]3[CH:25]=[CH:24][C:23]([Cl:26])=[CH:22][CH:21]=3)([CH3:19])[N:18]=2)=[CH:7][N:6]=1)([CH3:4])([CH3:3])[CH3:2].[OH:38][CH2:39][CH:40]1[CH2:45][CH2:44][CH2:43][NH:42][CH2:41]1>>[C:1]([C:5]1[N:10]=[C:9]([O:11][CH2:12][CH3:13])[C:8]([C:14]2[N:15]([C:35]([N:42]3[CH2:43][CH2:44][CH2:45][CH:40]([CH2:39][OH:38])[CH2:41]3)=[O:36])[C:16]([C:28]3[CH:29]=[CH:30][C:31]([Cl:34])=[CH:32][CH:33]=3)([CH3:27])[C:17]([C:20]3[CH:25]=[CH:24][C:23]([Cl:26])=[CH:22][CH:21]=3)([CH3:19])[N:18]=2)=[CH:7][N:6]=1)([CH3:2])([CH3:3])[CH3:4]. The reactants are C(C)(C)(C)C1=NC=C(C(=N1)OCC)C=1N(C(C(N1)(C)C1=CC=C(C=C1)Cl)(C)C1=CC=C(C=C1)Cl)C(=O)Cl (rac-(4S*,5R*)-2-(2-tert-butyl-4-ethoxy-pyrimidin-5-yl)-4,5-bis-(4-chloro-phenyl)-4,5-dimethyl-4,5-dihydro-imidazole-1-carbonyl chloride), OCC1CNCCC1 (3-hydroxymethyl-piperidine). Procedure: In a manner analogous to the method described in example 3, rac-(4S*,5R*)-2-(2-tert-butyl-4-ethoxy-pyrimidin-5-yl)-4,5-bis-(4-chloro-phenyl)-4,5-dimethyl-4,5-dihydro-imidazole-1-carbonyl chloride was reacted with 3-hydroxymethyl-piperidine (Aldrich) to give the title compound as a racemic mixture. HR-MS (ES, m/z) calculated for C34H42N5O3Cl2 [(M+H)+] 638.2659, observed 638.266. Yields the product C(C)(C)(C)C1=NC=C(C(=N1)OCC)C=1N(C(C(N1)(C)C1=CC=C(C=C1)Cl)(C)C1=CC=C(C=C1)Cl)C(=O)N1CC(CCC1)CO ([2-(2-tert-Butyl-4-ethoxy-pyrimidin-5-yl)-4,5-bis-(4-chloro-phenyl)-4,5-dimethyl-4,5-dihydro-imidazol-1-yl]-(3-hydroxymethyl-piperidin-1-yl)-methanone). Starting materials: ClC1=NC=CC=C1S(=O)(=O)C (2-chloro-3-(methylsulfonyl)pyridine), C(C)(C)N(C(C)C)CC (N,N-diisopropylethylamine), Compound 4, FC(C1=CC=C(C=N1)NC=1C2=C(N=CN1)CCNC2)(F)F (N-(6-(trifluoromethyl)pyridin-3-yl)-5,6,7,8-tetrahydropyrido[4,3-d]pyrimidin-4-amine). Yields the product FC(C1=CC=C(C=N1)NC=1C2=C(N=CN1)CCN(C2)C2=NC=CC=C2S(=O)(=O)C)(F)F (N-(6-(Trifluoromethyl)pyridin-3-yl)-5,6,7,8-tetrahydro-6-(3-(methylsulfonyl)pyridin-2-yl)pyrido[4,3-d]pyrimidin-4-amine), desired Compound 5. The yield is 26.0%. As a reaction SMILES: [F:1][C:2]([F:21])([F:20])[C:3]1[N:8]=[CH:7][C:6]([NH:9][C:10]2[C:11]3[CH2:19][NH:18][CH2:17][CH2:16][C:12]=3[N:13]=[CH:14][N:15]=2)=[CH:5][CH:4]=1.Cl[C:23]1[C:28]([S:29]([CH3:32])(=[O:31])=[O:30])=[CH:27][CH:26]=[CH:25][N:24]=1.C(N(CC)C(C)C)(C)C>>[F:21][C:2]([F:20])([F:1])[C:3]1[N:8]=[CH:7][C:6]([NH:9][C:10]2[C:11]3[CH2:19][N:18]([C:23]4[C:28]([S:29]([CH3:32])(=[O:31])=[O:30])=[CH:27][CH:26]=[CH:25][N:24]=4)[CH2:17][CH2:16][C:12]=3[N:13]=[CH:14][N:15]=2)=[CH:5][CH:4]=1. Procedure details: The title compound was prepared according to the procedure described for Compound 4 and reacting N-(6-(trifluoromethyl)pyridin-3-yl)-5,6,7,8-tetrahydropyrido[4,3-d]pyrimidin-4-amine (140 mg, 0.47 mmol) with 2-chloro-3-(methylsulfonyl)pyridine (Ponticello, JOC, 44(17), 1979) (0.115 g, 0.06 mmol) in the presence of N,N-diisopropylethylamine (0.17 mL, 0.98 mmol) to give the desired Compound 5 as an off-white powder (55 mg, 26%). The reactants are C(C)C1=C(C(=CC=C1)CC)C1=CC(=C(C=N1)C(CCC)O)OCC (1-[6-(2,6-diethyl-phenyl)-4-ethoxy-pyridin-3-yl]-butan-1-ol), C(C)OC=1C=C(C=CC1)O (3-ethoxy-phenol), C1(=CC=CC=C1)P(C1=CC=CC=C1)C1=CC=CC=C1 (triphenylphosphine), CCOC(=O)/N=N/C(=O)OCC (DEAD), [NH4+].[Cl-] (NH4Cl). Run in C1CCOC1 (THF), CCCCCC (hexane). Reaction conditions: time 8 hour. The product is C(C)C1=C(C(=CC=C1)CC)C1=NC=C(C(=C1)OCC)C(CCC)OC1=CC(=CC=C1)OCC (2-(2,6-diethyl-phenyl)-5-[1-(3-ethoxy-phenoxy)-butyl]-4-ethoxy-pyridine). As a reaction SMILES: [CH2:1]([C:3]1[CH:8]=[CH:7][CH:6]=[C:5]([CH2:9][CH3:10])[C:4]=1[C:11]1[N:16]=[CH:15][C:14]([CH:17]([OH:21])[CH2:18][CH2:19][CH3:20])=[C:13]([O:22][CH2:23][CH3:24])[CH:12]=1)[CH3:2].[CH2:25]([O:27][C:28]1[CH:29]=[C:30](O)[CH:31]=[CH:32][CH:33]=1)[CH3:26].C1(P(C2C=CC=CC=2)C2C=CC=CC=2)C=CC=CC=1.CCOC(/N=N/C(OCC)=O)=O.[NH4+].[Cl-]>C1COCC1.CCCCCC>[CH2:1]([C:3]1[CH:8]=[CH:7][CH:6]=[C:5]([CH2:9][CH3:10])[C:4]=1[C:11]1[CH:12]=[C:13]([O:22][CH2:23][CH3:24])[C:14]([CH:17]([O:21][C:32]2[CH:31]=[CH:30][CH:29]=[C:28]([O:27][CH2:25][CH3:26])[CH:33]=2)[CH2:18][CH2:19][CH3:20])=[CH:15][N:16]=1)[CH3:2] |f:4.5|. Procedure: A mixture of 1-[6-(2,6-diethyl-phenyl)-4-ethoxy-pyridin-3-yl]-butan-1-ol (67 mg, 0.20 mmol), 3-ethoxy-phenol (34 mg, 0.25 mmol), triphenylphosphine (65 mg, 0.25 mmol), and DEAD (36 mg, 0.25 mmol) in THF (1 mL) is stirred at room temperature overnight. Aqueous NH4Cl solution (5 mL) and hexane (10 mL) are added to the mixture, and the organic layer is separated. The organic layer is washed with NaHCO3 solution, brine, dried over Na2SO4, and concentrated. The residue is purified by PTLC to give 2-(... The reactants are Brc1ccc(Br)nc1, CC(=O)O[BH-](OC(C)=O)OC(C)=O, CN1CCCC1=O, [Li]CCCC, CCOCC, [Cl-], [NH4+], [Na+], [Na+], [OH-]. Yields the product CN1CCCC1c1ccc(Br)nc1. As a reaction SMILES: [Br:6][c:7]1[n:8][cH:9][c:10]([Br:13])[cH:11][cH:12]1.[C:23]([O:24][BH-:25]([O:26][C:27](=[O:28])[CH3:29])[O:30][C:31](=[O:32])[CH3:33])(=[O:34])[CH3:35].[CH3:14][N:15]1[C:16](=[O:20])[CH2:17][CH2:18][CH2:19]1.[CH3:1][CH2:2][CH2:3][CH2:4][Li:5].[CH3:39][CH2:40][O:41][CH2:42][CH3:43].[Cl-:21].[NH4+:22].[Na+:36].[Na+:38].[OH-:37]>>[Br:6][c:7]1[n:8][cH:9][c:10]([CH:16]2[N:15]([CH3:14])[CH2:19][CH2:18][CH2:17]2)[cH:11][cH:12]1. Reactants: CC(C)(C)OC(=O)N1CC(C(=O)O)C1, Cl, CN(C(=O)N(C)C1CCNCC1c1ccc(F)cc1)c1cc(C(F)(F)F)cc(C(F)(F)F)c1. Yields the product CN(C(=O)N(C)C1CCN(C(=O)C2CN(C(=O)OC(C)(C)C)C2)CC1c1ccc(F)cc1)c1cc(C(F)(F)F)cc(C(F)(F)F)c1. Reaction SMILES: [C:35]([CH3:36])([CH3:37])([CH3:38])[O:39][C:40](=[O:41])[N:42]1[CH2:43][CH:44]([C:46](=[O:47])[OH:48])[CH2:45]1.[ClH:1].[F:2][C:3]([c:4]1[cH:5][c:6]([N:14]([C:15](=[O:16])[N:17]([CH3:18])[CH:19]2[CH:20]([c:25]3[cH:26][cH:27][c:28]([F:31])[cH:29][cH:30]3)[CH2:21][NH:22][CH2:23][CH2:24]2)[CH3:32])[cH:7][c:8]([C:10]([F:11])([F:12])[F:13])[cH:9]1)([F:33])[F:34]>>[F:2][C:3]([c:4]1[cH:5][c:6]([N:14]([C:15](=[O:16])[N:17]([CH3:18])[CH:19]2[CH:20]([c:25]3[cH:26][cH:27][c:28]([F:31])[cH:29][cH:30]3)[CH2:21][N:22]([C:46]([CH:44]3[CH2:43][N:42]([C:40]([O:39][C:35]([CH3:36])([CH3:37])[CH3:38])=[O:41])[CH2:45]3)=[O:47])[CH2:23][CH2:24]2)[CH3:32])[cH:7][c:8]([C:10]([F:11])([F:12])[F:13])[cH:9]1)([F:33])[F:34]. The reactants are COC(=O)C1CCC(SC)c2c(-c3ccc(Cl)cc3)noc2C1, [Na+], C1COCCO1, [OH-], O. The product is CSC1CCC(C(=O)O)Cc2onc(-c3ccc(Cl)cc3)c21. RXN SMILES: [Cl:1][c:2]1[cH:3][cH:4][c:5](-[c:8]2[n:9][o:10][c:11]3[c:12]2[CH:13]([S:22][CH3:23])[CH2:14][CH2:15][CH:16]([C:18](=[O:19])[O:20][CH3:21])[CH2:17]3)[cH:6][cH:7]1.[Na+:25].[O:27]1[CH2:28][CH2:29][O:30][CH2:31][CH2:32]1.[OH-:24].[OH2:26]>>[Cl:1][c:2]1[cH:3][cH:4][c:5](-[c:8]2[n:9][o:10][c:11]3[c:12]2[CH:13]([S:22][CH3:23])[CH2:14][CH2:15][CH:16]([C:18](=[O:19])[OH:20])[CH2:17]3)[cH:6][cH:7]1. The reactants are ClCCl, C=CCC(NC(=O)OCc1ccccc1)C(=O)N(CC(=C)c1cccc(F)c1F)Cc1ccc(OC)cc1OC. The product is COc1ccc(CN2CC(c3cccc(F)c3F)=CCC(NC(=O)OCc3ccccc3)C2=O)c(OC)c1. As a reaction SMILES: [Cl:41][CH2:42][Cl:43].[F:1][c:2]1[c:3]([C:9]([CH2:10][N:11]([C:12](=[O:13])[CH:14]([CH2:15][CH:16]=[CH2:17])[NH:18][C:19]([O:20][CH2:21][c:22]2[cH:23][cH:24][cH:25][cH:26][cH:27]2)=[O:28])[CH2:29][c:30]2[c:31]([O:38][CH3:39])[cH:32][c:33]([O:36][CH3:37])[cH:34][cH:35]2)=[CH2:40])[cH:4][cH:5][cH:6][c:7]1[F:8]>>[F:1][c:2]1[c:3]([C:9]2=[CH:40][CH2:15][CH:14]([NH:18][C:19]([O:20][CH2:21][c:22]3[cH:23][cH:24][cH:25][cH:26][cH:27]3)=[O:28])[C:12](=[O:13])[N:11]([CH2:29][c:30]3[c:31]([O:38][CH3:39])[cH:32][c:33]([O:36][CH3:37])[cH:34][cH:35]3)[CH2:10]2)[cH:4][cH:5][cH:6][c:7]1[F:8].